Dataset: the Open Reaction Database (ORD), a public repository of structured organic reaction records. Task: describe an organic reaction: reactants, conditions, products, and yield Reactants: C(C1=CC=CC=C1)(=O)NC1=C2N=CN(C2=NC=N1)[C@H]1[C@H](O)[C@@H]([C@H](O1)C(=O)O)NC(C1=CC=CC=C1)=O (1-(6-Benzoylamino-9H-purin-9-yl)-3-benzoylamino-1,3-dideoxy-β-D-ribofuranuronic acid), C(CCC)N (n-butylamine). The product is NC1=C2N=CN(C2=NC=N1)[C@H]1[C@H](O)[C@@H]([C@H](O1)C(=O)O)NC(C1=CC=CC=C1)=O (1-(6-Amino-9H-purin-9-yl)-3-benzoylamino-1,3-dideoxy-β-D-ribofuranuronic acid). Isolated yield 47.7%. Reaction SMILES: C([NH:9][C:10]1[N:18]=[CH:17][N:16]=[C:15]2[C:11]=1[N:12]=[CH:13][N:14]2[C@@H:19]1[O:24][C@H:23]([C:25]([OH:27])=[O:26])[C@@H:22]([NH:28][C:29](=[O:36])[C:30]2[CH:35]=[CH:34][CH:33]=[CH:32][CH:31]=2)[C@H:20]1[OH:21])(=O)C1C=CC=CC=1.C(N)CCC>>[NH2:9][C:10]1[N:18]=[CH:17][N:16]=[C:15]2[C:11]=1[N:12]=[CH:13][N:14]2[C@@H:19]1[O:24][C@H:23]([C:25]([OH:27])=[O:26])[C@@H:22]([NH:28][C:29](=[O:36])[C:30]2[CH:31]=[CH:32][CH:33]=[CH:34][CH:35]=2)[C@H:20]1[OH:21]. Procedure: 1-(6-Amino-9H-purin-9-yl)-3-benzoylamino-1,3-dideoxy-β-D-ribofuranuronic acid (75 mg) was prepared by reacting 1-(6-benzoylamino-9H-purin-9-yl)-3-benzoylamino-1,3-dideoxy-β-D-ribofuranuronic acid (200 mg) prepared in Example 19 with n-butylamine (2.5 ml) according to a similar manner to that of Example 23, mp. 237°-239° C. (dec.). The reactants are CC1(C=2C=CC(=CC2C(CC1)(C)C)CC=1C=C(SC1)C1OCCO1)C (2-{4-[(5,5,8,8-tetramethyl-5,6,7,8-tetrahydro-2-naphthalenyl)methyl]-2-thienyl}-1,3-dioxolane), Cl (HCl), CO (methanol). Run in C1CCOC1 (THF). Reaction conditions: time 6 hour. Yields the product CC1(C=2C=CC(=CC2C(CC1)(C)C)CC=1C=C(SC1)C=O)C (4-[(5,5,8,8-Tetramethyl-5,6,7,8-tetrahydro-2-naphthalenyl)methyl]-2-thiophenecarbaldehyde). As a reaction SMILES: [CH3:1][C:2]1([CH3:25])[CH2:11][CH2:10][C:9]([CH3:13])([CH3:12])[C:8]2[CH:7]=[C:6]([CH2:14][C:15]3[CH:16]=[C:17]([CH:20]4OCC[O:21]4)[S:18][CH:19]=3)[CH:5]=[CH:4][C:3]1=2.Cl.CO>C1COCC1>[CH3:1][C:2]1([CH3:25])[CH2:11][CH2:10][C:9]([CH3:12])([CH3:13])[C:8]2[CH:7]=[C:6]([CH2:14][C:15]3[CH:16]=[C:17]([CH:20]=[O:21])[S:18][CH:19]=3)[CH:5]=[CH:4][C:3]1=2. Procedure details: A round bottom flask was mixed with 2-{4-[(5,5,8,8-tetramethyl-5,6,7,8-tetrahydro-2-naphthalenyl)methyl]-2-thienyl}-1,3-dioxolane (5.1 g, 14.3 mmol), 3.0 N HCl (50 mL), methanol (20 mL) and THF (30 mL). The reaction mixture stirred for 6 hours at room temperature and was concentrated to one half volume. The resulting mixture was partitioned between water and ether. The ether layer was dried over MgSO4 and concentrated to dryness. The resulting oil showed an inseparable impurity by TLC from the s...